Dataset: the Open Reaction Database (ORD), a public repository of structured organic reaction records. Task: describe an organic reaction: reactants, conditions, products, and yield Reactants: resulting compound, C(#N)C=1C=C(OCCN2CCNCC2)C=CC1 (2-(3-cyanophenoxy)ethylpiperazine), C(#N)C(CCCO[Si](C)(C)C(C)(C)C)(C(C)C)C1=CC=C(S1)Br ([4-cyano-5-methyl-4-(2-bromo-5-thienyl)hexyloxy]-tert-butyldimethylsilane), C(#N)C(CCCN1CCN(CC1)CCOC1=CC(=CC=C1)F)(C(C)C)C1=CSC=C1 (1-[4-cyano-5-methyl-4-(3-thienyl)hexyl]-4-[2-(3-fluorophenoxy)ethyl]piperazine), C(#N)C(CCCO)(C(C)C)C1=CC=C(S1)Br (4-cyano-5-methyl-4-(2-bromo-5-thienyl)hexanol). Yields the product C(#N)C(CCCN1CCN(CC1)CCOC1=CC(=CC=C1)C#N)(C(C)C)C1=CC=C(S1)Br (1-[4-cyano-5-methyl-4-(2-bromo-5-thienyl)hexyl]-4-[2-(3-cyanophenoxy)ethyl]piperazine). RXN SMILES: [C:1]([C:3]([C:18]1[S:22][C:21]([Br:23])=[CH:20][CH:19]=1)([CH:15]([CH3:17])[CH3:16])[CH2:4][CH2:5][CH2:6]O[Si](C(C)(C)C)(C)C)#[N:2].C(C(C1SC(Br)=CC=1)(C(C)C)CCCO)#N.[C:40]([C:42]1[CH:43]=[C:44]([CH:54]=[CH:55][CH:56]=1)[O:45][CH2:46][CH2:47][N:48]1[CH2:53][CH2:52][NH:51][CH2:50][CH2:49]1)#[N:41].C(C(C1C=CSC=1)(C(C)C)CCCN1CCN(CCOC2C=CC=C(F)C=2)CC1)#N>>[C:1]([C:3]([C:18]1[S:22][C:21]([Br:23])=[CH:20][CH:19]=1)([CH:15]([CH3:16])[CH3:17])[CH2:4][CH2:5][CH2:6][N:51]1[CH2:50][CH2:49][N:48]([CH2:47][CH2:46][O:45][C:44]2[CH:54]=[CH:55][CH:56]=[C:42]([C:40]#[N:41])[CH:43]=2)[CH2:53][CH2:52]1)#[N:2]. Procedure details: By using [4-cyano-5-methyl-4-(2-bromo-5-thienyl)hexyloxy]-tert-butyldimethylsilane (700 mg) which was obtained in Example 114-5) described in JP-A 11-206862, 4-cyano-5-methyl-4-(2-bromo-5-thienyl)hexanol (371 mg, 80%) was synthesized as a yellow oil in accordance with Example 114-8) described in JP-A 11-206862. From 105 mg of the resulting compound and 96 mg of 2-(3-cyanophenoxy)ethylpiperazine, the title compound was synthesized as a colorless oil in accordance with the production method descri... The reactants are CC(=O)O[BH-](OC(C)=O)OC(C)=O, C1CCNCC1, CC(C)[O-], CC(C)[O-], CC(C)[O-], CC(C)[O-], ClCCl, [Na+], COc1cc(O)ccc1C=O, [Ti+4]. Product: COc1cc(O)ccc1CN1CCCCC1. RXN SMILES: [C:18]([O:19][BH-:20]([O:21][C:22](=[O:23])[CH3:24])[O:25][C:26](=[O:27])[CH3:28])(=[O:29])[CH3:30].[CH2:12]1[CH2:13][CH2:14][NH:15][CH2:16][CH2:17]1.[CH3:35][CH:36]([CH3:37])[O-:38].[CH3:40][CH:41]([CH3:42])[O-:43].[CH3:44][CH:45]([CH3:46])[O-:47].[CH3:48][CH:49]([CH3:50])[O-:51].[Cl:32][CH2:33][Cl:34].[Na+:31].[OH:1][c:2]1[cH:3][c:4]([O:10][CH3:11])[c:5]([CH:6]=[O:7])[cH:8][cH:9]1.[Ti+4:39]>>[OH:1][c:2]1[cH:3][c:4]([O:10][CH3:11])[c:5]([CH2:6][N:15]2[CH2:14][CH2:13][CH2:12][CH2:17][CH2:16]2)[cH:8][cH:9]1. The reactants are [Al+3], [Al+3], CCOCC, COC=O, [Cl-], [Cl-], [Cl-], O=Cc1ccc2c(c1)C(C(Cl)(Cl)Cl)OC(C(Cl)(Cl)Cl)O2, [H-], [H-], [H-], [H-], [Li+], O=S(=O)(O)O. Product: O=COCc1ccc2c(c1)C(C(Cl)(Cl)Cl)OC(C(Cl)(Cl)Cl)O2. Reaction SMILES: [Al+3:22].[Al+3:26].[CH2:40]([O:41][CH2:42][CH3:43])[CH3:44].[CH:31](=[O:32])[O:33][CH3:34].[Cl-:21].[Cl-:23].[Cl-:24].[Cl:1][C:2]([CH:3]1[O:4][c:5]2[c:6]([cH:13][c:14]([CH:17]=[O:18])[cH:15][cH:16]2)[CH:7]([C:9]([Cl:10])([Cl:11])[Cl:12])[O:8]1)([Cl:19])[Cl:20].[H-:25].[H-:28].[H-:29].[H-:30].[Li+:27].[S:35](=[O:36])(=[O:37])([OH:38])[OH:39]>>[Cl:1][C:2]([CH:3]1[O:4][c:5]2[c:6]([cH:13][c:14]([CH2:17][O:18][CH:31]=[O:32])[cH:15][cH:16]2)[CH:7]([C:9]([Cl:10])([Cl:11])[Cl:12])[O:8]1)([Cl:19])[Cl:20]. Starting materials: O (H2O), C(C)OC(=O)C=1C(=NC(=NC1)C1=CC=NC=C1)Cl (4-chloro-2-pyridin-4-yl-pyrimidine-5-carboxylic acid ethyl ester), C1(=CC=CC=C1O)C (o-cresol), C(=O)([O-])[O-].[Cs+].[Cs+] (Cs2CO3). Solvent: C(C)#N (acetonitrile). Conditions: time 17 hour. The product is C(C)OC(=O)C=1C(=NC(=NC1)C1=CC=NC=C1)OC1=C(C=CC=C1)C (2-pyridin-4-yl-4-o-tolyloxy-pyrimidine-5-carboxylic acid ethyl ester). Yield: 7.9%. Reaction SMILES: [CH2:1]([O:3][C:4]([C:6]1[C:7](Cl)=[N:8][C:9]([C:12]2[CH:17]=[CH:16][N:15]=[CH:14][CH:13]=2)=[N:10][CH:11]=1)=[O:5])[CH3:2].[C:19]1([CH3:26])[C:24]([OH:25])=[CH:23][CH:22]=[CH:21][CH:20]=1.C([O-])([O-])=O.[Cs+].[Cs+].O>C(#N)C>[CH2:1]([O:3][C:4]([C:6]1[C:7]([O:25][C:24]2[CH:23]=[CH:22][CH:21]=[CH:20][C:19]=2[CH3:26])=[N:8][C:9]([C:12]2[CH:17]=[CH:16][N:15]=[CH:14][CH:13]=2)=[N:10][CH:11]=1)=[O:5])[CH3:2] |f:2.3.4|. Procedure: A suspension of 0.6 g (2 28 mmol) 4-chloro-2-pyridin-4-yl-pyrimidine-5-carboxylic acid ethyl ester, 0.27 g (2 50 mmol) o-cresol and 2.97 g (9.10 mmol) Cs2CO3 in 15 ml acetonitrile was stirred for 17 h at RT. The suspension was poured into 150 ml H2O and extracted three times with 90 ml ethyl acetate. The combined organic phases were dried (MgSO4), filtered and evaporated. The residue was purified by chromatography (SiO2, ethyl acetate/MeOH 100:1) to give 0.74 g (97%) 2-pyridin-4-yl-4-o-tolyloxy-... Reactants: C(C1=CC=CC=C1)OC1=CC=C2C(=N1)NC=N2 (5-(benzyloxy)-3H-imidazo[4,5-b]pyridine), CC1=C(C=C(C=C1)C)B(O)O (2,5-dimethylphenylboronic acid). Product: CC1=C(C=C(C=C1)C)N1C=NC=2C1=NC(=CC2)O (3-(2,5-Dimethylphenyl)-3H-imidazo[4,5-b]pyridin-5-ol). RXN SMILES: C([O:8][C:9]1[N:14]=[C:13]2[NH:15][CH:16]=[N:17][C:12]2=[CH:11][CH:10]=1)C1C=CC=CC=1.[CH3:18][C:19]1[CH:24]=[CH:23][C:22]([CH3:25])=[CH:21][C:20]=1B(O)O>>[CH3:18][C:19]1[CH:24]=[CH:23][C:22]([CH3:25])=[CH:21][C:20]=1[N:15]1[C:13]2=[N:14][C:9]([OH:8])=[CH:10][CH:11]=[C:12]2[N:17]=[CH:16]1. Procedure details: From 5-(benzyloxy)-3H-imidazo[4,5-b]pyridine and 2,5-dimethylphenylboronic acid, prepared in a similar manner as the one described in Example 1.26, the title compound was obtained. LCMS m/z=239.9 [M+H]+. The reactants are CC1(C(C12C=CC=C2)C(=O)OCC)C (ethyl 2,2-dimethylspiro[2.4]hepta-4,6-diene-1 carboxylate), reduced platinum oxide, [H][H] (hydrogen). The solvent is C(C)O (ethanol). The product is CC1(C(C12CCCC2)C(=O)OCC)C (Ethyl 2,2-Dimethylspiro[2.4]heptane-1-carboxylate). RXN SMILES: [CH3:1][C:2]1([CH3:14])[C:4]2([CH:8]=[CH:7][CH:6]=[CH:5]2)[CH:3]1[C:9]([O:11][CH2:12][CH3:13])=[O:10].[H][H]>C(O)C>[CH3:1][C:2]1([CH3:14])[C:4]2([CH2:8][CH2:7][CH2:6][CH2:5]2)[CH:3]1[C:9]([O:11][CH2:12][CH3:13])=[O:10]. Reported procedure: A solution of 1.54 g. of ethyl 2,2-dimethylspiro[2.4]hepta-4,6-diene-1 carboxylate prepared in Example I, above, in 30 ml. of ethanol was catalytically reduced over 50 mg. of pre-reduced platinum oxide. The theoretical amount of hydrogen was taken up over a 3 hr. period. The catalyst was removed by filtration and the alcohol was removed at reduced pressure. The residue, 1.5 g. (100%) could be used directly without further purification. Reactants: CC(C)N, CC(C)=O, CC(C)(C#N)Nc1nc(Cl)c(C#N)c(Cl)n1. Product: CC(C)Nc1nc(NC(C)(C)C#N)nc(Cl)c1C#N. RXN SMILES: [CH3:17][CH:18]([CH3:19])[NH2:20].[CH3:21][C:22](=[O:23])[CH3:24].[Cl:1][c:2]1[n:3][c:4]([NH:11][C:12]([CH3:13])([CH3:14])[C:15]#[N:16])[n:5][c:6]([Cl:10])[c:7]1[C:8]#[N:9]>>[c:2]1([NH:20][CH:18]([CH3:17])[CH3:19])[n:3][c:4]([NH:11][C:12]([CH3:13])([CH3:14])[C:15]#[N:16])[n:5][c:6]([Cl:10])[c:7]1[C:8]#[N:9]. Starting materials: C(C)(=O)NC=1C(=NNC1C(C)C)C(=O)N (4-acetamido-5-isopropylpyrazol-3-carboxamide). Solvent: [OH-].[Na+] (sodium hydroxide). Yields the product CC=1N=C(C2=C(N1)C(=NN2)C(C)C)O (5-methyl-7-hydroxy-3-isopropylpyrazolo[4,3-d]pyrimidine). Yield: 98.0%. RXN SMILES: [C:1]([NH:4][C:5]1[C:6]([C:13]([NH2:15])=[O:14])=[N:7][NH:8][C:9]=1[CH:10]([CH3:12])[CH3:11])(=O)[CH3:2]>[OH-].[Na+]>[CH3:2][C:1]1[N:15]=[C:13]([OH:14])[C:6]2[NH:7][N:8]=[C:9]([CH:10]([CH3:12])[CH3:11])[C:5]=2[N:4]=1 |f:1.2|. Procedure: The solution of 4-acetamido-5-isopropylpyrazol-3-carboxamide XX (100 mg, 0.40 mmol) in 1 mL of 1 M sodium hydroxide was stirred at 80-90° C. for 3 hours. The product precipitated after cooling and acidifying with glacial acetic acid. Yield 98%; mp>250° C.; MS (ES+): 193.1 (100%, M+H+). 1H NMR (300 MHz; CD3OD): 1.38 d (6H, J=7.1 Hz); 2.41 s (3H); 3.02 sept (1H, J=7.1 Hz). Starting materials: CC(C)=O, O=[Mn]=O, COc1ccc(-c2cc(CO)ccc2O)cc1. Yields the product COc1ccc(-c2cc(C=O)ccc2O)cc1. As a reaction SMILES: [CH3:18][C:19](=[O:20])[CH3:21].[O:22]=[Mn:23]=[O:24].[OH:1][c:2]1[c:3](-[c:10]2[cH:11][cH:12][c:13]([O:16][CH3:17])[cH:14][cH:15]2)[cH:4][c:5]([CH2:6][OH:7])[cH:8][cH:9]1>>[OH:1][c:2]1[c:3](-[c:10]2[cH:11][cH:12][c:13]([O:16][CH3:17])[cH:14][cH:15]2)[cH:4][c:5]([CH:6]=[O:7])[cH:8][cH:9]1.